Dataset: the Open Reaction Database (ORD), a public repository of structured organic reaction records. Task: describe an organic reaction: reactants, conditions, products, and yield Starting materials: CI, COc1ccc(CN(C)C)cc1O, C1COCCO1. Product: COc1ccc(C[N+](C)(C)C)cc1O, [I-]. As a reaction SMILES: [CH3:14][I:15].[CH3:1][N:2]([CH2:3][c:4]1[cH:5][c:6]([OH:12])[c:7]([O:10][CH3:11])[cH:8][cH:9]1)[CH3:13].[O:16]1[CH2:17][CH2:18][O:19][CH2:20][CH2:21]1>>[CH3:1][N+:2]([CH2:3][c:4]1[cH:5][c:6]([OH:12])[c:7]([O:10][CH3:11])[cH:8][cH:9]1)([CH3:13])[CH3:14].[I-:15]. Starting materials: N([C@@H](CC1=CC=C(C=C1)O)C(=O)N[C@H](C)C(=O)NCC(=O)N[C@@H](CC1=CC=CC=C1)C(=O)O)C(=O)OC(C)(C)C.N[C@@H](CCSC)CO (Boc-Tyr-(D)Ala-Gly-Phe methioninol). The solvent is C(=O)(C(F)(F)F)O.C(Cl)Cl (TFA CH2Cl2). Reaction conditions: time 30 minute. The product is N[C@@H](CC1=CC=C(C=C1)O)C(=O)N[C@H](C)C(=O)NCC(=O)N[C@@H](CC1=CC=CC=C1)C(=O)O.N[C@@H](CCSC)CO (H-Tyr-(D)Ala-Gly-Phe methioninol). Reaction SMILES: [NH:1](C(OC(C)(C)C)=O)[C@H:2]([C:11]([NH:13][C@@H:14]([C:16]([NH:18][CH2:19][C:20]([NH:22][C@H:23]([C:31]([OH:33])=[O:32])[CH2:24][C:25]1[CH:30]=[CH:29][CH:28]=[CH:27][CH:26]=1)=[O:21])=[O:17])[CH3:15])=[O:12])[CH2:3][C:4]1[CH:9]=[CH:8][C:7]([OH:10])=[CH:6][CH:5]=1.[NH2:41][C@H:42]([CH2:47][OH:48])[CH2:43][CH2:44][S:45][CH3:46]>C(O)(C(F)(F)F)=O.C(Cl)Cl>[NH2:1][C@H:2]([C:11]([NH:13][C@@H:14]([C:16]([NH:18][CH2:19][C:20]([NH:22][C@H:23]([C:31]([OH:33])=[O:32])[CH2:24][C:25]1[CH:30]=[CH:29][CH:28]=[CH:27][CH:26]=1)=[O:21])=[O:17])[CH3:15])=[O:12])[CH2:3][C:4]1[CH:5]=[CH:6][C:7]([OH:10])=[CH:8][CH:9]=1.[NH2:41][C@H:42]([CH2:47][OH:48])[CH2:43][CH2:44][S:45][CH3:46] |f:0.1,2.3,4.5|. Procedure: 2.0 g of Boc-Tyr-(D)Ala-Gly-Phe-methioninol are dissolved in 20 ml of TFA-CH2Cl2 (1:1) and left to stand for 30 minutes at 0°. After reducing the volume under vacuum, the title compound is precipitated with ether and filtered off. The title compound is obtained as an amorphous salt. The reactants are COC=1C=C(C=CC1)NC1=CC=CC=C1 (N-(3-methoxyphenyl)-N-phenylamine), [Cl-] (chloride), CCOCC (ether), [Al+3].[Cl-].[Cl-].[Cl-] (AlCl3), [N+](=O)([O-])C1=CC=CC=C1 (nitrobenzene). Yields the product COC1=CC=C2C(C(N(C2=C1)C1=CC=CC=C1)=O)=O (6-METHOXY-1-PHENYL-1H-INDOLE-2,3-DIONE). Isolated yield 50.0%. As a reaction SMILES: [CH3:1][O:2][C:3]1[CH:4]=[C:5]([NH:9][C:10]2[CH:15]=[CH:14][CH:13]=[CH:12][CH:11]=2)[CH:6]=[CH:7][CH:8]=1.[Cl-].[Al+3].[Cl-].[Cl-].[Cl-].[N+](C1C=CC=CC=1)([O-])=[O:22].CC[O:32][CH2:33][CH3:34]>>[CH3:1][O:2][C:3]1[CH:4]=[C:5]2[C:6]([C:34](=[O:22])[C:33](=[O:32])[N:9]2[C:10]2[CH:15]=[CH:14][CH:13]=[CH:12][CH:11]=2)=[CH:7][CH:8]=1 |f:2.3.4.5|. Procedure: A solution of N-(3-methoxyphenyl)-N-phenylamine (1.14 g, 5.72 in ether (3 mL) was added to a solution of oxylyl chloride (728 g, 5.75 mmol)and heated at reflux for 1 hour. The resulting mixture was cooled to room temperature, concentrated to dryness, and redissolved in nitrobenzene (35 mL). The solution was added to a solution of AlCl3 in nitrobenzene (0.762 g, 5.72 mmol), and the resulting mixture was heated at 70° C. for 16 hours. The crude product was concentrated in vacuo and purified by col... Reactants: ClC=1C(=NC=CN1)OC1=CC=C(C=C1)NC1=NC=CC=C1 (N-(4-(3-chloropyrazin-2-yloxy)phenyl)pyridin-2-amine), N1CC(CC1)C(C)(C)O (2-(pyrrolidin-3-yl)propan-2-ol). The solvent is CS(=O)C (DMSO). Run at temperature 80 celsius. Yields the product N1=C(C=CC=C1)NC1=CC=C(OC=2C(=NC=CN2)N2CC(CC2)C(C)(C)O)C=C1 (2-(1-(3-(4-(PYRIDIN-2-YLAMINO)PHENOXY)PYRAZIN-2-YL)PYRROLIDIN-3-YL)PROPAN-2-OL). As a reaction SMILES: Cl[C:2]1[C:3]([O:8][C:9]2[CH:14]=[CH:13][C:12]([NH:15][C:16]3[CH:21]=[CH:20][CH:19]=[CH:18][N:17]=3)=[CH:11][CH:10]=2)=[N:4][CH:5]=[CH:6][N:7]=1.[NH:22]1[CH2:26][CH2:25][CH:24]([C:27]([OH:30])([CH3:29])[CH3:28])[CH2:23]1>CS(C)=O>[N:17]1[CH:18]=[CH:19][CH:20]=[CH:21][C:16]=1[NH:15][C:12]1[CH:13]=[CH:14][C:9]([O:8][C:3]2[C:2]([N:22]3[CH2:26][CH2:25][CH:24]([C:27]([OH:30])([CH3:29])[CH3:28])[CH2:23]3)=[N:7][CH:6]=[CH:5][N:4]=2)=[CH:10][CH:11]=1. Procedure details: A mixture of N-(4-(3-chloropyrazin-2-yloxy)phenyl)pyridin-2-amine (0.150 g, 0.502 mmol) and 2-(pyrrolidin-3-yl)propan-2-ol (0.187 g, 1.447 mmol) in 3 mL of DMSO was sealed in a microwave tube and heated at 80° C. overnight. The reaction was cooled to RT, filtered and purified by purified by reverse-phase HPLC (Gilson; Gemini-NX 10m C18 110A AXIA, 100×50 mm column) eluting with 0.1% TFA-H2O:0.1% TFA CH3CN (9:1→1:9). The fractions containing the desired product were combined and basified with satd... Starting materials: FC(C=1C=C(C=O)C=CC1)(F)F (3-trifluoromethylbenzaldehyde), C1(CC(CCC1)=O)=O (1,3-cyclohexanedione), C(C)(=O)[O-].[NH4+] (ammonium acetate). The solvent is C(C)O (ethanol). Product: FC(C=1C=C(C=CC1)C1C=2C(CCCC2NC=2CCCC(C12)=O)=O)(F)F (9-(3-Trifluoromethylphenyl)-3,4,6,7,9,10-hexahydro-1,8-(2H,5H)-acridinedione). Yield: 176.7%. As a reaction SMILES: [F:1][C:2]([F:12])([F:11])[C:3]1[CH:4]=[C:5]([CH:8]=[CH:9][CH:10]=1)[CH:6]=O.[C:13]1(=[O:20])[CH2:18][CH2:17][CH2:16][C:15](=O)[CH2:14]1.[C:21]([O-:24])(=O)[CH3:22].[NH4+:25]>C(O)C>[F:1][C:2]([F:12])([F:11])[C:3]1[CH:4]=[C:5]([CH:6]2[C:14]3[C:13](=[O:20])[CH2:18][CH2:17][CH2:16][C:15]=3[NH:25][C:3]3[CH2:10][CH2:9][CH2:22][C:21](=[O:24])[C:2]2=3)[CH:8]=[CH:9][CH:10]=1 |f:2.3|. Reported procedure: A stirred mixture of 3-trifluoromethylbenzaldehyde (3.48 g), 1,3-cyclohexanedione (4.49 g), ammonium acetate (2.31 g) and ethanol (40 mL) was refluxed for 18 hours. The mixture was cooled and the yellow needles were collected, washed with water and dried in vacuo to give the title compound (6.38 g); mp>300 C; NMR: 1.7-2.0 (m,4), 2.19-2.25 (m,4), 2.50-2.56 (m,4), 4.98 (s,1), 7.41 (s,3), 7.48 (s,1), 9.48 (s,1); MS: m/z=362(M+1). Found for C20H18F3NO2 : C, 66.44; H, 5.00; N, 3.80. Starting materials: [OH-].[Na+] (sodium hydroxide), ClC=1C=CC2=C(C(=NC3=C(S2)C=CC=C3)N3CCN(CC3)CCC(=O)OCC)C1 (ethyl 4-(2-chlorodibenzo[b,f][1,4]thiazepin-11-yl)-1-piperazinepropionate). Solvent: CO (methanol). Product: ClC=1C=CC2=C(C(=NC3=C(S2)C=CC=C3)N3CCN(CC3)CCC(=O)O)C1 (4-(2-Chlorodibenzo[b,f][1,4]thiazepin-11-yl)-1-piperazinepropionic acid). The yield is 91.6%. Reaction SMILES: [OH-].[Na+].[Cl:3][C:4]1[CH:5]=[CH:6][C:7]2[S:13][C:12]3[CH:14]=[CH:15][CH:16]=[CH:17][C:11]=3[N:10]=[C:9]([N:18]3[CH2:23][CH2:22][N:21]([CH2:24][CH2:25][C:26]([O:28]CC)=[O:27])[CH2:20][CH2:19]3)[C:8]=2[CH:31]=1>CO>[Cl:3][C:4]1[CH:5]=[CH:6][C:7]2[S:13][C:12]3[CH:14]=[CH:15][CH:16]=[CH:17][C:11]=3[N:10]=[C:9]([N:18]3[CH2:19][CH2:20][N:21]([CH2:24][CH2:25][C:26]([OH:28])=[O:27])[CH2:22][CH2:23]3)[C:8]=2[CH:31]=1 |f:0.1|. Procedure details: 2N Aqueous sodium hydroxide solution (5 ml) was added to a solution of 2.15 g of ethyl 4-(2-chlorodibenzo[b,f][1,4]thiazepin-11-yl)-1-piperazinepropionate in 22 ml of methanol. The solution was refluxed for 30 min and then concentrated. The residue was dissolved in hot water and the solution was neutralized with 0.5N hydrochloric acid. The precipitates were collected by filtration to give 1.84 g of pale yellow crystals, which were recrystallized from aqueous ethanol to give pale yellow crystals,... Starting materials: FC(C1=CC=C(C=C1)C=1C(OC(C1)=O)=O)(F)F (3-(4-Trifluoromethyl-phenyl)-furan-2,5-dione), FC(C1=CC=C(C=C1)CC#N)(F)F (4-(trifluoromethyl)phenylacetonitrile), O.C(C=O)(=O)O (glyoxylic acid monohydrate), C([O-])([O-])=O.[K+].[K+] (potassium carbonate). The solvent is CO (methanol). Conditions: time 4 hour. Yields the product [K+].C(#N)C(=CC(=O)[O-])C1=CC=C(C=C1)C(F)(F)F (3-cyano-3-(4-trifluoromethyl-phenyl)-acrylic acid potassium salt). RXN SMILES: [F:1][C:2]([F:17])([F:16])[C:3]1[CH:8]=[CH:7][C:6]([C:9]2[C:10](=O)[O:11][C:12](=[O:14])[CH:13]=2)=[CH:5][CH:4]=1.FC(F)(F)C1C=CC(CC#[N:28])=CC=1.O.C(O)(=O)C=O.C(=O)([O-])[O-].[K+:41].[K+]>CO>[K+:41].[C:10]([C:9]([C:6]1[CH:7]=[CH:8][C:3]([C:2]([F:17])([F:16])[F:1])=[CH:4][CH:5]=1)=[CH:13][C:12]([O-:11])=[O:14])#[N:28] |f:2.3,4.5.6,8.9|. Procedure: 3-(4-Trifluoromethyl-phenyl)-furan-2,5-dione. A mixture of 4-(trifluoromethyl)phenylacetonitrile (9.26 g, 50 mmol), glyoxylic acid monohydrate (6.9 g, 75 mmol), and potassium carbonate (17 g, 125 mmol) in methanol (100 mL) was stirred at room temperature for 3-5 h. The resulting thick solid precipitate was filtered and washed with dichloromethane. This solid was suspended in 250 mL of water, stirred overnight, and filtered and air-dried to provide 3-cyano-3-(4-trifluoromethyl-phenyl)-acrylic aci... The reactants are Cn1c(C(=O)O)cc2ccccc21, O=C(O)c1c[nH]c2ccccc12, O=C(O)c1cccc2ccccc12, O=C(O)c1cccc2c1Cc1ccccc1-2, O=C(O)c1ccnc2ccccc12, O=C(O)c1cccc2[nH]ccc12. Product: O=C(O)c1cc2ccccc2[nH]1. Reaction SMILES: [CH3:25][n:26]1[c:27]([C:35](=[O:36])[OH:37])[cH:28][c:29]2[cH:30][cH:31][cH:32][cH:33][c:34]12.[OH:1][C:2]([c:3]1[c:4]2[c:5]([cH:6][cH:7][cH:8][cH:9]2)[nH:10][cH:11]1)=[O:12].[c:38]1([C:39]([OH:40])=[O:41])[c:42]2[c:43]([cH:44][cH:45][cH:46][cH:47]2)[cH:48][cH:49][cH:50]1.[c:64]1([C:65]([OH:66])=[O:67])[c:68]2[c:76]([cH:77][cH:78][cH:79]1)-[c:71]1[c:70]([cH:75][cH:74][cH:73][cH:72]1)[CH2:69]2.[n:51]1[c:52]2[c:53]([cH:54][cH:55][cH:56][cH:57]2)[c:58]([C:59]([OH:60])=[O:61])[cH:62][cH:63]1.[nH:13]1[c:14]2[cH:15][cH:16][cH:17][c:18]([C:19]([OH:20])=[O:21])[c:22]2[cH:23][cH:24]1>>[nH:26]1[c:27]([C:35](=[O:36])[OH:37])[cH:28][c:29]2[cH:30][cH:31][cH:32][cH:33][c:34]12. The reactants are C=CC=CC (pentadiene), C=CC=CC (pentadiene), 1,5-bis(p-chlorophenyl)-1,4-pentadiene-3-one 3α ,4,5,6,7,7a-hexahydrobenzimidazol-2-yl-hydrazone hydrochloride, N1=C(NC2C1CCCC2)NN=C(C=CC2=CC=C(C=C2)Cl)C=CC2=CC=C(C=C2)Cl (1,5-bis(p-chlorophenyl)-1,4-pentadiene-3-one 3a,4,5,6,7,7a-hexahydrobenzimidazol-2-yl-hydrazone), C=CC=CC (pentadiene), Br.CC1(CN=C(NC1)NN=C(C=CC1=CC=C(C=C1)Cl)C=CC1=CC=C(C=C1)Cl)C (1,5-bis(p-chlorophenyl)-1,4-pentadiene-3-one 5,5-dimethyl-1,4,5,6-tetrahydropyrimidin-2-ylhydrazone hydrobromide), C=CC=CC (pentadiene), 1,5-bis(p-chlorophenyl)-1,4-pentadien-3-one 3α ,4,5,6,7,7a-hexahydrobenzimidazol-2-yl-hydrazone hydrobromide. Product: Br.N1C(=NCCCCCCCCC1)NN=C(C=CC1=CC=C(C=C1)Cl)C=CC1=CC=C(C=C1)Cl (1,5-Bis(p-chlorophenyl)-1,4-pentadien-3-one 1,3-diaza-2-cyclododecen-2-ylhydrazone hydrobromide). As a reaction SMILES: [CH2:1]=[CH:2][CH:3]=[CH:4][CH3:5].[BrH:6].CC1(C)CNC(NN=C(C=CC2C=CC(Cl)=CC=2)C=CC2C=CC(Cl)=CC=2)=NC1.[N:36]1[CH:40]2CC[CH2:43][CH2:44][CH:39]2[NH:38][C:37]=1[NH:45][N:46]=[C:47]([CH:57]=[CH:58][C:59]1[CH:64]=[CH:63][C:62]([Cl:65])=[CH:61][CH:60]=1)[CH:48]=[CH:49][C:50]1[CH:55]=[CH:54][C:53]([Cl:56])=[CH:52][CH:51]=1>>[BrH:6].[NH:36]1[CH2:40][CH2:39][CH2:44][CH2:43][CH2:5][CH2:4][CH2:3][CH2:2][CH2:1][N:38]=[C:37]1[NH:45][N:46]=[C:47]([CH:48]=[CH:49][C:50]1[CH:51]=[CH:52][C:53]([Cl:56])=[CH:54][CH:55]=1)[CH:57]=[CH:58][C:59]1[CH:64]=[CH:63][C:62]([Cl:65])=[CH:61][CH:60]=1 |f:1.2,4.5|. Reported procedure: The pentadiene in accordance with claim 10, 1,5-bis(p-chlorophenyl)-1,4-pentadiene-3-one 5,5-dimethyl-1,4,5,6-tetrahydropyrimidin-2-ylhydrazone hydrobromide. 13. The pentadiene in accordance with claim 1, 1,5-bis(p-chlorophenyl)-1,4-pentadiene-3-one 3α ,4,5,6,7,7a-hexahydrobenzimidazol-2-yl-hydrazone hydrochloride. 14. The pentadiene in accordance with claim 1, 1,5-bis(p-chlorophenyl)-1,4-pentadien-3-one 3α ,4,5,6,7,7a-hexahydrobenzimidazol-2-yl-hydrazone hydrobromide. 15. The pentadiene in acco... Reactants: CN(C)C=O, NC(=O)C1CCCCN1S(=O)(=O)CC1CCCCC1, O=C(Cl)C(=O)Cl, c1ccncc1. The product is N#CC1CCCCN1S(=O)(=O)CC1CCCCC1. RXN SMILES: [CH3:26][N:27]([CH3:28])[CH:29]=[O:30].[CH:1]1([CH2:7][S:8](=[O:9])(=[O:10])[N:11]2[CH:12]([C:17](=[O:18])[NH2:19])[CH2:13][CH2:14][CH2:15][CH2:16]2)[CH2:2][CH2:3][CH2:4][CH2:5][CH2:6]1.[Cl:20][C:21]([C:22]([Cl:23])=[O:24])=[O:25].[cH:31]1[cH:32][cH:33][n:34][cH:35][cH:36]1>>[CH:1]1([CH2:7][S:8](=[O:9])(=[O:10])[N:11]2[CH:12]([C:17]#[N:19])[CH2:13][CH2:14][CH2:15][CH2:16]2)[CH2:2][CH2:3][CH2:4][CH2:5][CH2:6]1.